From a dataset of the Open Reaction Database (ORD), a public repository of structured organic reaction records. describe an organic reaction: reactants, conditions, products, and yield Starting materials: CO, CN(C)CCOCc1nc2c(n1COCC[Si](C)(C)C)-c1ccccc1Sc1ccc(Cl)cc1-2, Cl, [Na+], O, O=C([O-])O. The product is CN(C)CCOCc1nc2c([nH]1)-c1ccccc1Sc1ccc(Cl)cc1-2. Reaction SMILES: [CH3:40][OH:41].[Cl:1][c:2]1[cH:3][c:4]2[c:5]([cH:33][cH:34]1)[S:6][c:7]1[c:8]([cH:29][cH:30][cH:31][cH:32]1)-[c:9]1[n:10]([CH2:21][O:22][CH2:23][CH2:24][Si:25]([CH3:26])([CH3:27])[CH3:28])[c:11]([CH2:14][O:15][CH2:16][CH2:17][N:18]([CH3:19])[CH3:20])[n:12][c:13]1-2.[ClH:42].[Na+:35].[OH2:43].[OH:36][C:37](=[O:38])[O-:39]>>[Cl:1][c:2]1[cH:3][c:4]2[c:5]([cH:33][cH:34]1)[S:6][c:7]1[c:8]([cH:29][cH:30][cH:31][cH:32]1)-[c:9]1[nH:10][c:11]([CH2:14][O:15][CH2:16][CH2:17][N:18]([CH3:19])[CH3:20])[n:12][c:13]1-2. Starting materials: BrC=1C=C(SC1C)C(=S)OC (methyl 4-bromo-5-methylthiothiophene-2-carboxylate), C1(=CC=CC=C1)P(C1=C(C2=CC=CC=C2C=C1)C1=C(C=CC2=CC=CC=C12)P(C1=CC=CC=C1)C1=CC=CC=C1)C1=CC=CC=C1 (racemic-2,2′-bis(diphenylphosphino)-1,1′-binaphthyl), C([O-])([O-])=O.[Cs+].[Cs+] (cesium carbonate), COC1=CC=C(C=C1)N (p-anisidine). The reagents and catalysts are C(C)(=O)[O-].[Pd+2].C(C)(=O)[O-] (palladium (II) acetate). Reaction conditions: temperature 100 celsius. Product: COC1=CC=C(C=C1)NC=1C=C(SC1C)C(=S)OC (Methyl 4-[(4-methoxyphenyl)amino]-5-methylthiothiophene-2-carboxylate). The yield is 63.0%. As a reaction SMILES: Br[C:2]1[CH:3]=[C:4]([C:8]([O:10][CH3:11])=[S:9])[S:5][C:6]=1[CH3:7].C1(P(C2C=CC=CC=2)C2C=CC3C(=CC=CC=3)C=2C2C3C(=CC=CC=3)C=CC=2P(C2C=CC=CC=2)C2C=CC=CC=2)C=CC=CC=1.C(=O)([O-])[O-].[Cs+].[Cs+].[CH3:64][O:65][C:66]1[CH:71]=[CH:70][C:69]([NH2:72])=[CH:68][CH:67]=1>C([O-])(=O)C.[Pd+2].C([O-])(=O)C>[CH3:64][O:65][C:66]1[CH:71]=[CH:70][C:69]([NH:72][C:2]2[CH:3]=[C:4]([C:8]([O:10][CH3:11])=[S:9])[S:5][C:6]=2[CH3:7])=[CH:68][CH:67]=1 |f:2.3.4,6.7.8|. Procedure details: To an oven-dried glass vial with stir bar was added a mixture of 120 mg (0.449 mmol) of methyl 4-bromo-5-methylthiothiophene-2-carboxylate (as prepared in Example 241, step (a)), 7.1 mg (7 mol %) of palladium (II) acetate, 29.4 mg (10.5 mol %) of racemic-2,2′-bis(diphenylphosphino)-1,1′-binaphthyl, 205 mg (0.629 mmol) of cesium carbonate and 69.1 mg (0.561 mmol) of p-anisidine. The vial was transferred to a glove bag, flushed with dry argon and anhydrous toluene (0.9 mL) was added. The vial was ... Procedure: A solution of 23.4 g of 3-(p-methoxybenzoylmethyl)tetrahydropyran (obtainable by reaction of 2,3-dihydro-4H-pyran with HBr to give 3-bromotetrahydropyran, reaction with diethyl malonate to give diethyl tetrahydropyran-3-ylmalonate, hydrolysis, decarboxylation, reaction with SOCl2 to give tetrahydropyran-3-acetyl chloride, and reaction with anisole in the presence of AlCl3) in 500 ml of THF is hydrogenated on 5 g of 10% Pd/C at 40° and 1 bar until 0.2 mole of H2 has been taken up. The mixture is ... Yields the product COC1=CC=C(C=C1)CCC1COCCC1 (3-(2-p-methoxyphenylethyl)tetrahydropyran). The reagents and catalysts are [Pd] (Pd/C). Run in C1CCOC1 (THF). As a reaction SMILES: [CH3:1][O:2][C:3]1[CH:17]=[CH:16][C:6]([C:7]([CH2:9][CH:10]2[CH2:15][CH2:14][CH2:13][O:12][CH2:11]2)=O)=[CH:5][CH:4]=1.O1C=CCCC1.Br.BrC1CCCOC1.C(OCC)(=O)CC(OCC)=O.O1CCCC(C(C(OCC)=O)C(OCC)=O)C1.O=S(Cl)Cl.C1(OC)C=CC=CC=1.[Al+3].[Cl-].[Cl-].[Cl-]>C1COCC1.[Pd]>[CH3:1][O:2][C:3]1[CH:4]=[CH:5][C:6]([CH2:7][CH2:9][CH:10]2[CH2:15][CH2:14][CH2:13][O:12][CH2:11]2)=[CH:16][CH:17]=1 |f:8.9.10.11|. Starting materials: tetrahydropyran 3-acetyl chloride, C1(=CC=CC=C1)OC (anisole), [Al+3].[Cl-].[Cl-].[Cl-] (AlCl3), COC1=CC=C(C(=O)CC2COCCC2)C=C1 (3-(p-methoxybenzoylmethyl)tetrahydropyran), O1CCCC=C1 (2,3-dihydro-4H-pyran), Br (HBr), BrC1COCCC1 (3-bromotetrahydropyran), C(CC(=O)OCC)(=O)OCC (diethyl malonate), O1CC(CCC1)C(C(=O)OCC)C(=O)OCC (diethyl tetrahydropyran-3-ylmalonate), O=S(Cl)Cl (SOCl2). Reactants: O=C(n1ccnc1)n1ccnc1, CCOC(C)=O, CO, CN(CCCCCN)CCC(c1ccc(Cl)cc1)c1ccccn1, N=C(N)Nc1nc(CSCCN)cs1. The product is CN(CCCCCNC(=O)NCCSCc1csc(NC(=N)N)n1)CCC(c1ccc(Cl)cc1)c1ccccn1. Reaction SMILES: [C:25](=[O:26])([n:27]1[cH:28][cH:29][n:30][cH:31]1)[n:32]1[cH:33][cH:34][n:35][cH:36]1.[C:53]([O:54][CH2:55][CH3:56])(=[O:57])[CH3:58].[CH3:51][OH:52].[Cl:1][c:2]1[cH:3][cH:4][c:5]([CH:8]([CH2:9][CH2:10][N:11]([CH2:12][CH2:13][CH2:14][CH2:15][CH2:16][NH2:17])[CH3:18])[c:19]2[n:20][cH:21][cH:22][cH:23][cH:24]2)[cH:6][cH:7]1.[NH:37]([C:38](=[NH:39])[NH2:40])[c:41]1[s:42][cH:43][c:44]([CH2:46][S:47][CH2:48][CH2:49][NH2:50])[n:45]1>>[Cl:1][c:2]1[cH:3][cH:4][c:5]([CH:8]([CH2:9][CH2:10][N:11]([CH2:12][CH2:13][CH2:14][CH2:15][CH2:16][NH:17][C:25](=[O:26])[NH:50][CH2:49][CH2:48][S:47][CH2:46][c:44]2[cH:43][s:42][c:41]([NH:37][C:38](=[NH:39])[NH2:40])[n:45]2)[CH3:18])[c:19]2[n:20][cH:21][cH:22][cH:23][cH:24]2)[cH:6][cH:7]1.